This data is from the Open Reaction Database (ORD), a public repository of structured organic reaction records. The task is: describe an organic reaction: reactants, conditions, products, and yield Reported procedure: This compound was synthesized from 2-amino-4,5-dimethylthiazole (5.0 g, 30.365 mmol) and ethyl chloroacetoacetate (6.519 g, 42.511 mmol) in polyphosphoric acid (40.0 g) according to the procedure described in Step 1, Intermediate 2 to afford 10.0 g of the desired compound as a black solid; 1H NMR (300 MHz, DMSO-d6) δ 2.28 (s, 3H), 2.60 (s, 3H), 4.52 (s, 1H), 6.25 (s, 1H); ESI-MS (m/z) 229.60 (M+H)+. Solvent: polyphosphoric acid. The yield is 144.0%. RXN SMILES: [NH2:1][C:2]1[S:3][C:4]([CH3:8])=[C:5]([CH3:7])[N:6]=1.[Cl:9][CH2:10][C:11](=O)[CH2:12][C:13](OCC)=[O:14].C1(COC2C(OC)=CC=CC=2/C=C/C2N=C3SC=CN3C(=O)C=2I)CC1>>[Cl:9][CH2:10][C:11]1[N:1]=[C:2]2[S:3][C:4]([CH3:8])=[C:5]([CH3:7])[N:6]2[C:13](=[O:14])[CH:12]=1. The product is ClCC=1N=C2N(C(C1)=O)C(=C(S2)C)C (7-(Chloromethyl)-2,3-dimethyl-5H-[1,3]thiazolo[3,2-a]pyrimidin-5-one). The reactants are NC=1SC(=C(N1)C)C (2-amino-4,5-dimethylthiazole), ClCC(CC(=O)OCC)=O (ethyl chloroacetoacetate), C1(CC1)COC1=C(C=CC=C1OC)/C=C/C=1N=C2N(C(C1I)=O)C=CS2 (7-{(E)-2-[2-(Cyclopropylmethoxy)-3-methoxyphenyl]vinyl}-6-iodo-5H-[1,3]thiazolo[3,2-a]pyrimidin-5-one). Reactants: NC=1C=C(C=CC1C)C=1SC=2NCCCC2N1 (2-(3-Amino-4-methylphenyl)-4,5,6,7-tetrahydrothiazolo[5,4-b]pyridine), Cl (hydrochloric acid). The product is Cl.Cl.NC=1C=C(C=CC1C)C=1SC=2NCCCC2N1 (2-(3-Amino-4-methylphenyl)-4,5,6,7-tetrahydrothiazolo[5,4-b]pyridine dihydrochloride). The yield is 48.1%. RXN SMILES: [NH2:1][C:2]1[CH:3]=[C:4]([C:9]2[S:10][C:11]3[NH:12][CH2:13][CH2:14][CH2:15][C:16]=3[N:17]=2)[CH:5]=[CH:6][C:7]=1[CH3:8].[ClH:18]>>[ClH:18].[ClH:18].[NH2:1][C:2]1[CH:3]=[C:4]([C:9]2[S:10][C:11]3[NH:12][CH2:13][CH2:14][CH2:15][C:16]=3[N:17]=2)[CH:5]=[CH:6][C:7]=1[CH3:8] |f:2.3.4|. Reported procedure: 2-(3-Amino-4-methylphenyl)-4,5,6,7-tetrahydrothiazolo[5,4-b]pyridine was neutralized with hydrochloric acid and recrystallized from ethanol to obtain the titled compound (yield: 48.1%).